Task: describe an organic reaction: reactants, conditions, products, and yield. Dataset: the Open Reaction Database (ORD), a public repository of structured organic reaction records Reactants: O=C([O-])O, CC[N+](CC)(CC)Cc1ccccc1, [Cl-], CN1CCC(c2nc3cc(-c4ccc(Cl)cc4Cl)[nH]c(=O)n3n2)CC1, [Na+], O=P(Cl)(Cl)Cl. The product is CN1CCC(c2nc3cc(-c4ccc(Cl)cc4Cl)nc(Cl)n3n2)CC1. As a reaction SMILES: [C:26](=[O:27])([OH:28])[O-:29].[CH2:37]([N+:38]([CH2:39][CH3:40])([CH2:41][CH3:42])[CH2:43][CH3:44])[c:45]1[cH:46][cH:47][cH:48][cH:49][cH:50]1.[Cl-:36].[Cl:1][c:2]1[c:3](-[c:9]2[cH:10][c:11]3[n:12]([c:13](=[O:15])[nH:14]2)[n:16][c:17]([CH:19]2[CH2:20][CH2:21][N:22]([CH3:25])[CH2:23][CH2:24]2)[n:18]3)[cH:4][cH:5][c:6]([Cl:8])[cH:7]1.[Na+:30].[P:31]([Cl:32])([Cl:33])([Cl:34])=[O:35]>>[Cl:1][c:2]1[c:3](-[c:9]2[cH:10][c:11]3[n:12]([c:13]([Cl:33])[n:14]2)[n:16][c:17]([CH:19]2[CH2:20][CH2:21][N:22]([CH3:25])[CH2:23][CH2:24]2)[n:18]3)[cH:4][cH:5][c:6]([Cl:8])[cH:7]1. Starting materials: C(Br)(Br)(Br)Br (carbon tetrabromide), F[C@@H]1[C@@H](O[C@@H]([C@H]1O)CO)N1C(=O)NC(=O)C(=C1)CC (1-(2-deoxy-2-fluoro-β-D-arabinofuranosyl)-5-ethyluracil), C1(=CC=CC=C1)P(C1=CC=CC=C1)C1=CC=CC=C1 (triphenylphosphine), [N-]=[N+]=[N-].[Na+] (sodium azide). Solvent: CN(C=O)C (dimethylformamide), CO (methanol). Reaction conditions: time 20 hour. The product is N(=[N+]=[N-])C[C@@H]1[C@H]([C@@H]([C@@H](O1)N1C(=O)NC(=O)C(=C1)CC)F)O (1 -(5-azido-2,5-dideoxy-2-fluoro-β-D-arabinofuranosyl)-5-ethyluracil). Yield: 91.6%. Reaction SMILES: [F:1][C@H:2]1[C@H:6]([OH:7])[C@@H:5]([CH2:8]O)[O:4][C@H:3]1[N:10]1[CH:17]=[C:16]([CH2:18][CH3:19])[C:14](=[O:15])[NH:13][C:11]1=[O:12].C1(P(C2C=CC=CC=2)C2C=CC=CC=2)C=CC=CC=1.[N-:39]=[N+:40]=[N-:41].[Na+].C(Br)(Br)(Br)Br>CO.CN(C)C=O>[N:39]([CH2:8][C@H:5]1[O:4][C@@H:3]([N:10]2[CH:17]=[C:16]([CH2:18][CH3:19])[C:14](=[O:15])[NH:13][C:11]2=[O:12])[C@@H:2]([F:1])[C@@H:6]1[OH:7])=[N+:40]=[N-:41] |f:2.3|. Procedure: A mixture of 0.4 g of 1-(2-deoxy-2-fluoro-β-D-arabinofuranosyl)-5-ethyluracil, 0.44 g of triphenylphosphine, 0.48 g of sodium azide and 6 ml of dry dimethylformamide was stirred at room temperature under nitrogen while 0.48 g of carbon tetrabromide was added portionwise. The mixture was stirred at room temperature under nitrogen for 20 hours. 3 ml of methanol were added, the mixture was stirred for 0.5 hour and then evaporated. The residue was stirred for 0.5 hour with 8 ml of 0.5M sodium hydrox... Yields the product CC(C)OP(=O)(OC(C)C)c2ccc(c1ccccc1)cc2. Starting materials: CC(C)OP(=O)OC(C)C (effective_coupling_partner), CC(C)(C)C(=O)Oc2ccc(c1ccccc1)cc2 (substrate). Reaction conditions: temperature 110 celsius, time 46 hour. The reagents and catalysts are dcype. The reactants are COC(N(C)C)OC (N,N-Dimethylformamide dimethyl acetal), FC=1C=C(C=CC1[N+](=O)[O-])C(CC(=O)OCC)=O (ethyl 3-(3-fluoro-4-nitrophenyl)-3-oxopropanoate). Run in C1(=CC=CC=C1)C (toluene). Conditions: temperature 50 celsius. The product is FC=1C=C(C(=O)C(C(=O)OCC)=CN(C)C)C=CC1[N+](=O)[O-] (ethyl 2-(3-fluoro-4-nitrobenzoyl)-3-(dimethylamino)acrylate). Yield: 99.7%. RXN SMILES: CO[CH:3](OC)[N:4]([CH3:6])[CH3:5].[F:9][C:10]1[CH:11]=[C:12]([C:19](=[O:26])[CH2:20][C:21]([O:23][CH2:24][CH3:25])=[O:22])[CH:13]=[CH:14][C:15]=1[N+:16]([O-:18])=[O:17]>C1(C)C=CC=CC=1>[F:9][C:10]1[CH:11]=[C:12]([CH:13]=[CH:14][C:15]=1[N+:16]([O-:18])=[O:17])[C:19]([C:20](=[CH:3][N:4]([CH3:5])[CH3:6])[C:21]([O:23][CH2:24][CH3:25])=[O:22])=[O:26]. Procedure details: N,N-Dimethylformamide dimethyl acetal (100 g, 810 mmol) was added dropwise (10 min) to a cooled (0° C.) solution of ethyl 3-(3-fluoro-4-nitrophenyl)-3-oxopropanoate (138 g, 540 mmol) in toluene (540 mL). The reaction was warmed (50° C.) for 2.5 h and then the volatiles were evaporated under reduced pressure to afford the desired product (167 g, 100%), which was sufficiently pure (>95% by NMR) to proceed without further purification. 1H NMR (300 MHz, DMSO-d6) δ 8.24-8.29 (m, 1H), 7.92 (s, 1H), 7.... Starting materials: C(C)(=O)NC1=CC=C2CCC(C2=C1)CN(CCC)CCC (6-acetylamino-1-(N,N-dipropylaminomethyl)indan), [H-].[H-].[H-].[H-].[Li+].[Al+3] (LiAlH4). Solvent: C1CCOC1 (THF), C1CCOC1 (THF). The product is C(C)NC1=CC=C2CCC(C2=C1)CN(CCC)CCC (6-ethylamino-1-(N,N-dipropylaminomethyl)indan). As a reaction SMILES: [C:1]([NH:4][C:5]1[CH:13]=[C:12]2[C:8]([CH2:9][CH2:10][CH:11]2[CH2:14][N:15]([CH2:19][CH2:20][CH3:21])[CH2:16][CH2:17][CH3:18])=[CH:7][CH:6]=1)(=O)[CH3:2].[H-].[H-].[H-].[H-].[Li+].[Al+3]>C1COCC1>[CH2:1]([NH:4][C:5]1[CH:13]=[C:12]2[C:8]([CH2:9][CH2:10][CH:11]2[CH2:14][N:15]([CH2:19][CH2:20][CH3:21])[CH2:16][CH2:17][CH3:18])=[CH:7][CH:6]=1)[CH3:2] |f:1.2.3.4.5.6|. Reported procedure: A solution of the free base of compound 2a (5.0 g) in dry THF (25 ml) was added dropwise to a suspension of 1 g LiAlH4 in dry 50 ml THF at 20°-25° C. The mixture was refluxed for 2 hours, excess LiAlH4 was destroyed by cautiously adding 2 ml diluted aqueous NaOH solution. Inorganic salts were filtered off and the crude 6-ethylamino-1-(N,N-dipropylaminomethyl)indan was isolated as a viscous oil upon evaporation of the solvents. Yield: 3.0 g. All off the thus obtained ethylaminoindan derivative wa... The reactants are C1CCOC1, O=C(O)c1cc([N+](=O)[O-])cc(C(F)(F)F)c1, O. As a reaction SMILES: [CH2:18]1[O:19][CH2:20][CH2:21][CH2:22]1.[N+:1](=[O:2])([O-:3])[c:4]1[cH:5][c:6]([C:7](=[O:8])[OH:9])[cH:10][c:11]([C:13]([F:14])([F:15])[F:16])[cH:12]1.[OH2:17]>>[N+:1](=[O:2])([O-:3])[c:4]1[cH:5][c:6]([CH2:7][OH:8])[cH:10][c:11]([C:13]([F:14])([F:15])[F:16])[cH:12]1. Yields the product O=[N+]([O-])c1cc(CO)cc(C(F)(F)F)c1.